From a dataset of the Open Reaction Database (ORD), a public repository of structured organic reaction records. describe an organic reaction: reactants, conditions, products, and yield Reactants: O=C[C@H](O)[C@@H](O)[C@H](O)[C@H](O)CO (D-glucose), C(C1=CC=CC=C1)N (benzylamine). The solvent is C(C)O (ethanol). Run at time 48 hour. Product: C(C1=CC=CC=C1)N[C@H]1[C@H](O)[C@@H](O)[C@H](O)[C@H](O1)CO (N-Benzyl-β-D-glucopyranosylamine). RXN SMILES: O=[CH:2][C@@H:3]([C@H:5]([C@@H:7]([C@@H:9]([CH2:11][OH:12])[OH:10])[OH:8])[OH:6])[OH:4].[CH2:13]([NH2:20])[C:14]1[CH:19]=[CH:18][CH:17]=[CH:16][CH:15]=1>C(O)C>[CH2:13]([NH:20][C@@H:2]1[O:10][C@H:9]([CH2:11][OH:12])[C@@H:7]([OH:8])[C@H:5]([OH:6])[C@H:3]1[OH:4])[C:14]1[CH:19]=[CH:18][CH:17]=[CH:16][CH:15]=1. Reported procedure: 50 g of D-glucose were dissolved in 1,000 ml of hot ethanol and, after addition of 89 g of benzylamine, the mixture was left at room temperature for 48 hours. It was then cooled with ice and the product was precipitated with petroleum ether. The product was filtered off with suction, washed with ether and dried in vacuo. 1H-NMR in CD3OD: δ=7.33, broad singlet, phenyl-H. Reactants: COS(=O)(=O)OC, CN(C)C=O, O=[N+]([O-])c1ccccc1S(=O)(=O)NC1CCC2CN(S(=O)(=O)c3ccc(C(F)(F)F)cc3)CC21, C1CCC2=NCCCN2CC1, O. Product: CN(C1CCC2CN(S(=O)(=O)c3ccc(C(F)(F)F)cc3)CC21)S(=O)(=O)c1ccccc1[N+](=O)[O-]. As a reaction SMILES: [CH3:35][O:36][S:37]([O:38][CH3:39])(=[O:40])=[O:41].[CH3:54][N:55]([CH3:56])[CH:57]=[O:58].[N+:1](=[O:2])([O-:3])[c:4]1[c:5]([S:10](=[O:11])(=[O:12])[NH:13][CH:14]2[CH2:15][CH2:16][CH:17]3[CH2:18][N:19]([S:22](=[O:23])(=[O:24])[c:25]4[cH:26][cH:27][c:28]([C:31]([F:32])([F:33])[F:34])[cH:29][cH:30]4)[CH2:20][CH:21]23)[cH:6][cH:7][cH:8][cH:9]1.[N:42]12[CH2:43][CH2:44][CH2:45][N:46]=[C:47]1[CH2:48][CH2:49][CH2:50][CH2:51][CH2:52]2.[OH2:53]>>[N+:1](=[O:2])([O-:3])[c:4]1[c:5]([S:10](=[O:11])(=[O:12])[N:13]([CH:14]2[CH2:15][CH2:16][CH:17]3[CH2:18][N:19]([S:22](=[O:23])(=[O:24])[c:25]4[cH:26][cH:27][c:28]([C:31]([F:32])([F:33])[F:34])[cH:29][cH:30]4)[CH2:20][CH:21]23)[CH3:35])[cH:6][cH:7][cH:8][cH:9]1. Starting materials: ClC1=C(C=CC(=C1)O)C(C(C(F)(F)F)(O)C=1C=C(C(N(C1)C)=O)C)C (5-[2-(2-chloro-4-hydroxy-phenyl)-1-hydroxy-1-trifluoromethyl-propyl]-1,3-dimethyl-1H-pyridin-2-one), COC(=O)C=1C=NC(=NC1)Cl (methyl-2-chloropyrimidine-5-carboxylate), N12CCN(CC1)CC2 (1,4-diazabicyclo[2.2.2]octane). The solvent is C(C)N(CC)CC (triethylamine). Product: COC(=O)C=1C=NC(=NC1)OC1=CC(=C(C=C1)C(C(C(F)(F)F)(O)C1=CN(C(C(=C1)C)=O)C)C)Cl (2-{3-Chloro-4-[2-(1,5-dimethyl-6-oxo-1,6-dihydro-pyridin-3-yl)-3,3,3-trifluoro-2-hydroxy-1-methyl-propyl]-phenoxy}-pyrimidine-5-carboxylic acid methyl ester). Reaction SMILES: [Cl:1][C:2]1[CH:7]=[C:6]([OH:8])[CH:5]=[CH:4][C:3]=1[CH:9]([CH3:25])[C:10]([C:16]1[CH:17]=[C:18]([CH3:24])[C:19](=[O:23])[N:20]([CH3:22])[CH:21]=1)([OH:15])[C:11]([F:14])([F:13])[F:12].[CH3:26][O:27][C:28]([C:30]1[CH:31]=[N:32][C:33](Cl)=[N:34][CH:35]=1)=[O:29].N12CCN(CC1)CC2>C(N(CC)CC)C>[CH3:26][O:27][C:28]([C:30]1[CH:31]=[N:32][C:33]([O:8][C:6]2[CH:5]=[CH:4][C:3]([CH:9]([CH3:25])[C:10]([C:16]3[CH:17]=[C:18]([CH3:24])[C:19](=[O:23])[N:20]([CH3:22])[CH:21]=3)([OH:15])[C:11]([F:13])([F:14])[F:12])=[C:2]([Cl:1])[CH:7]=2)=[N:34][CH:35]=1)=[O:29]. Procedure: In analogy to Example 163, 5-[2-(2-chloro-4-hydroxy-phenyl)-1-hydroxy-1-trifluoromethyl-propyl]-1,3-dimethyl-1H-pyridin-2-one (Example 203, step 5) was reacted with methyl-2-chloropyrimidine-5-carboxylate in the presence of triethylamine and 1,4-diazabicyclo[2.2.2]octane to give the title compound as a colorless solid. MS (m/e)=512.2 [M+H+]. Starting materials: F.F.F[Si](F)(F)F (fluosilicic acid), S(=O)(=O)([O-])[O-].[Na+].[Na+] (sodium sulfate). Yields the product sodium fluosilicate. RXN SMILES: [FH:1].[FH:2].[F:3][Si:4]([F:7])([F:6])[F:5].S([O-])([O-])(=O)=O.[Na+:13].[Na+]>>[F:3][Si-2:4]([F:2])([F:1])([F:7])([F:6])[F:5].[Na+:13].[Na+:13] |f:0.1.2,3.4.5,6.7.8|. Reported procedure: reacting fluosilicic acid in aqueous solution with sodium sulfate to form sodium fluosilicate in a purification zone; Reactants: ClC1=C(C(=CC(=C1)C(F)(F)F)Cl)N1CC(CN(S1(=O)=O)C(=O)OC)C (methyl 6-(2,6-dichloro-4-(trifluoromethyl)phenyl)-4-methyl-1,2,6-thia-diazinan-2-carboxylate 1,1-dioxide), [OH-].[Na+] (NaOH). Solvent: CO (MeOH). Reaction conditions: time 12 hour. The product is ClC1=C(C(=CC(=C1)C(F)(F)F)Cl)N1S(NCC(C1)C)(=O)=O (2-(2,6-dichloro-4-(trifluoromethyl)phenyl)-4-methyl-1,2,6-thiadiazinan 1,1-dioxide). RXN SMILES: [Cl:1][C:2]1[CH:7]=[C:6]([C:8]([F:11])([F:10])[F:9])[CH:5]=[C:4]([Cl:12])[C:3]=1[N:13]1[S:18](=[O:20])(=[O:19])[N:17](C(OC)=O)[CH2:16][CH:15]([CH3:25])[CH2:14]1.[OH-].[Na+]>CO>[Cl:12][C:4]1[CH:5]=[C:6]([C:8]([F:11])([F:9])[F:10])[CH:7]=[C:2]([Cl:1])[C:3]=1[N:13]1[CH2:14][CH:15]([CH3:25])[CH2:16][NH:17][S:18]1(=[O:19])=[O:20] |f:1.2|. Reported procedure: To methyl 6-(2,6-dichloro-4-(trifluoromethyl)phenyl)-4-methyl-1,2,6-thia-diazinan-2-carboxylate 1,1-dioxide (3.58 g, 8.50 mmol) in MeOH (60 mL), was dropwisely added 1 N NaOH (85 mL, 85 mmol) and agitated for 12 hr at room temperature. Following concentration under reduced pressure, ethyl acetate (30 mL) and water (30 mL) were added to the resultant to obtain the organic layer. The organic layer was dried over MgSO4 and crystallized using ethyl acetate (10 mL) and hexane (70 mL), giving the comp... The reactants are O(C)N (methoxylamine), ClC1=C2N=CN(C2=NC=N1)[C@H]1[C@](O)([C@H](O)[C@H](O1)CO)C (6-chloro-9-(2′-C-methyl-β-D-ribofuranosyl)purine). The product is C[C@@]1([C@@H](O[C@@H]([C@H]1O)CO)N1C2=NC=NC(=C2N=C1)NOC)O (9-(2′-C-methyl-β-D-ribofuranosyl)-6-methoxyaminopurine). RXN SMILES: [O:1]([NH2:3])[CH3:2].Cl[C:5]1[N:13]=[CH:12][N:11]=[C:10]2[C:6]=1[N:7]=[CH:8][N:9]2[C@@H:14]1[O:20][C@H:19]([CH2:21][OH:22])[C@@H:17]([OH:18])[C@@:15]1([CH3:23])[OH:16]>>[CH3:23][C@@:15]1([OH:16])[C@H:17]([OH:18])[C@@H:19]([CH2:21][OH:22])[O:20][C@H:14]1[N:9]1[CH:8]=[N:7][C:6]2[C:10]1=[N:11][CH:12]=[N:13][C:5]=2[NH:3][O:1][CH3:2]. Reported procedure: The above compound was synthesized from methoxylamine and 6-chloro-9-(2′-C-methyl-β-D-ribofuranosyl)purine as described in Example 1, Step 3. Reactants: CCOC(=O)C1(c2ccc(-c3ccc(-c4onc(C)c4C=CCCc4ccccc4)cc3)cc2)CC1, C1CCOC1, CCO, Cl, [Na+], [OH-]. The product is Cc1noc(-c2ccc(-c3ccc(C4(C(=O)O)CC4)cc3)cc2)c1C=CCCc1ccccc1. RXN SMILES: [CH2:1]([CH3:2])[O:3][C:4](=[O:5])[C:6]1([c:9]2[cH:10][cH:11][c:12](-[c:15]3[cH:16][cH:17][c:18](-[c:21]4[c:22]([CH:27]=[CH:28][CH2:29][CH2:30][c:31]5[cH:32][cH:33][cH:34][cH:35][cH:36]5)[c:23]([CH3:26])[n:24][o:25]4)[cH:19][cH:20]3)[cH:13][cH:14]2)[CH2:7][CH2:8]1.[CH2:40]1[O:41][CH2:42][CH2:43][CH2:44]1.[CH3:45][CH2:46][OH:47].[ClH:39].[Na+:38].[OH-:37]>>[O:3]=[C:4]([OH:5])[C:6]1([c:9]2[cH:10][cH:11][c:12](-[c:15]3[cH:16][cH:17][c:18](-[c:21]4[c:22]([CH:27]=[CH:28][CH2:29][CH2:30][c:31]5[cH:32][cH:33][cH:34][cH:35][cH:36]5)[c:23]([CH3:26])[n:24][o:25]4)[cH:19][cH:20]3)[cH:13][cH:14]2)[CH2:7][CH2:8]1.